The task is: describe an organic reaction: reactants, conditions, products, and yield. This data is from the Open Reaction Database (ORD), a public repository of structured organic reaction records. Starting materials: CC(C)([O-])C.[K+] (potassium t-butoxide), C(=C)(C)C(C(=O)OCC)CC=C(C)C (ethyl 2-isopropenyl-5-methyl-4-hexenoate). Solvent: O1CCCC1 (tetrahydrofuran). Yields the product C(C)(C)=C(C(=O)OCC)CC=C(C)C (ethyl 2-isopropylidene-5-methyl-4-hexenoate). Reaction SMILES: CC(C)([O-])C.[K+].[C:7]([CH:10]([CH2:16][CH:17]=[C:18]([CH3:20])[CH3:19])[C:11]([O:13][CH2:14][CH3:15])=[O:12])([CH3:9])=[CH2:8]>O1CCCC1>[C:7](=[C:10]([CH2:16][CH:17]=[C:18]([CH3:19])[CH3:20])[C:11]([O:13][CH2:14][CH3:15])=[O:12])([CH3:9])[CH3:8] |f:0.1|. Procedure details: In a nitrogen atmosphere, 3.5 g of potassium t-butoxide was added to a mixture of 38.3 g of al 8.2:81.8 mixture of ethyl 2-isopropenyl-5-methyl-4-hexenoate obtained in Synthesis Example 3 and ethyl 2-isopropylidene-5-methyl-4-hexenoate and 150 ml of tetrahydrofuran at room temperature, and stirred at room temperature overnight. After 60 g of a 25% aqueous solution of sodium hydroxide and 38 g of 99.5% ethanol were added thereto, the resulting mixture was heated to reflux for 7.5 hours with stirr... Starting materials: C1=CC=NC=2C1=C1N=C3C(=CC=CC3=NC1=CC2)C(=O)O (pyrido[3,2-α]phenazine-11-carboxylic acid), CN(CCN)C (N,N-dimethylethylenediamine). Product: CN(CCNC(=O)C1=CC=CC2=NC3=CC=C4C(=C3N=C12)C=CC=N4)C (Pyrido[3,2-α]phenazine-11-carboxylic acid (2-dimethylamino-ethyl)-amide). RXN SMILES: [CH:1]1[C:6]2=[C:7]3[C:16](=[CH:17][CH:18]=[C:5]2[N:4]=[CH:3][CH:2]=1)[N:15]=[C:14]1[C:9]([C:10]([C:19](O)=[O:20])=[CH:11][CH:12]=[CH:13]1)=[N:8]3.[CH3:22][N:23]([CH3:27])[CH2:24][CH2:25][NH2:26]>>[CH3:22][N:23]([CH3:27])[CH2:24][CH2:25][NH:26][C:19]([C:10]1[C:9]2[C:14](=[N:15][C:16]3[C:7]([N:8]=2)=[C:6]2[CH:1]=[CH:2][CH:3]=[N:4][C:5]2=[CH:18][CH:17]=3)[CH:13]=[CH:12][CH:11]=1)=[O:20]. Reported procedure: Pyrido[3,2-α]phenazine-11-carboxylic acid (2-dimethylamino-ethyl)-amide was prepared from pyrido[3,2-α]phenazine-11-carboxylic acid (II.5) and N,N-dimethylethylenediamine Starting materials: CN(C=C(C(=O)C1=CC=CC=C1)C1=CC=CC=C1)C (3-(dimethylamino)-1,2-diphenyl-2-propen-1-one), Cl.CNC(=N)N (1-methylguanidine hydrochloride), C([O-])([O-])=O.[K+].[K+] (potassium carbonate), C=1(C(=CC=CC1)C)C (xylene). The solvent is O (water). The product is C1(=CC=CC=C1)C1=NC(=NC=C1C1=CC=CC=C1)NC (4,5-diphenyl-2-(methylamino)pyrimidine). Reaction SMILES: CN(C)C=[C:4](C1C=CC=CC=1)[C:5]([C:7]1[CH:12]=[CH:11][CH:10]=[CH:9][CH:8]=1)=O.Cl.[CH3:21][NH:22][C:23]([NH2:25])=[NH:24].[C:26](=O)([O-])[O-].[K+].[K+].[C:32]1(C)[C:33](C)=[CH:34][CH:35]=[CH:36][CH:37]=1>O>[C:32]1([C:21]2[C:5]([C:7]3[CH:12]=[CH:11][CH:10]=[CH:9][CH:8]=3)=[CH:4][N:24]=[C:23]([NH:25][CH3:26])[N:22]=2)[CH:33]=[CH:34][CH:35]=[CH:36][CH:37]=1 |f:1.2,3.4.5|. Reported procedure: 10.00 g of 3-(dimethylamino)-1,2-diphenyl-2-propen-1-one, 6.90 g of 1-methylguanidine hydrochloride and 8.70 g of potassium carbonate were added to 20 ml of xylene and then heated at reflux for 13 hours using a reflux condenser equipped with a Dean-Stark water separator. The reaction solution was extracted with ethyl acetate after adding water, dried over anhydrous magnesium sulfate, and then the solvent was evaporated. The crude crystal was washed with diisopropyl ether and dried to obtain 6.51... The reactants are [Br-], CN(C)C=O, CCOC(C)=O, [Li+], Cc1ccc(S(=O)(=O)OCC2NC(=O)C2N=[N+]=[N-])cc1. The product is [N-]=[N+]=NC1C(=O)NC1CBr. Reaction SMILES: [Br-:22].[CH3:23][N:24]([CH3:25])[CH:26]=[O:27].[CH3:28][CH2:29][O:30][C:31](=[O:32])[CH3:33].[Li+:21].[O:1]([S:2]([c:3]1[cH:4][cH:5][c:6]([CH3:7])[cH:8][cH:9]1)(=[O:10])=[O:11])[CH2:12][CH:13]1[NH:14][C:15](=[O:20])[CH:16]1[N:17]=[N+:18]=[N-:19]>>[CH2:12]([CH:13]1[NH:14][C:15](=[O:20])[CH:16]1[N:17]=[N+:18]=[N-:19])[Br:22].